From a dataset of the Open Reaction Database (ORD), a public repository of structured organic reaction records. describe an organic reaction: reactants, conditions, products, and yield RXN SMILES: Cl[C:2]1[N:3]=[N:4][C:5]([C:8]2[CH:13]=[CH:12][CH:11]=[C:10]([Cl:14])[CH:9]=2)=[CH:6][CH:7]=1.[NH2:15][NH2:16]>>[NH:15]([C:2]1[N:3]=[N:4][C:5]([C:8]2[CH:13]=[CH:12][CH:11]=[C:10]([Cl:14])[CH:9]=2)=[CH:6][CH:7]=1)[NH2:16]. Product: N(N)C=1N=NC(=CC1)C1=CC(=CC=C1)Cl (3-hydrazino-6-(meta-chlorophenyl)pyridazine). Reported procedure: A slurry of 3-chloro-6-(meta-chlorophenyl)pyridazine (10.25 g.) in anhydrous hydrazine (36 ml) was heated at 82° C. for 3 hours. Upon cooling a solid separated. The solid was isolated by filtration and recrystallized from ethanol to give 3-hydrazino-6-(meta-chlorophenyl)pyridazine, m.p. 173°-174°. When 3-hydrazino-6-(meta-chlorophenyl)-pyridazine was reacted with acrylonitrile using the same procedure described in Example 1, 1-[6'-(meta-chlorophenyl)-pyridazin-3'-yl]-3-aminopyrazol-2-ene was obt... Starting materials: ClC=1N=NC(=CC1)C1=CC(=CC=C1)Cl (3-chloro-6-(meta-chlorophenyl)pyridazine), NN (hydrazine).